This data is from the Open Reaction Database (ORD), a public repository of structured organic reaction records. The task is: describe an organic reaction: reactants, conditions, products, and yield Reactants: O=O (oxygene), C1=CC=CC=2C3=CC=CC=C3CC12 (fluorene), ON1C(N(C(N(C1=O)O)=O)O)=O (hexahydro-1,3,5-trihydroxy-1,3,5-triazine-2,4,6-trione), C(CC)(=O)O (propionic acid). The reagents and catalysts are C(C)(=O)[O-].[Mn+2].C(C)(=O)[O-] (manganese(II) acetate), C(C)(=O)[O-].[Co+2].C(C)(=O)[O-] (cobalt(II) acetate). Product: C1(C=CC=C2C3=CC=CC=C3C=C12)=O (fluorenon), C1(=CC=CC=2C3=CC=CC=C3CC12)O (fluorenol). Reaction SMILES: [CH:1]1[C:13]2[CH2:12][C:11]3[C:6](=[CH:7][CH:8]=[CH:9][CH:10]=3)[C:5]=2[CH:4]=[CH:3][CH:2]=1.[OH:14]N1C(=O)N(O)C(=O)N(O)C1=O.[C:26]([OH:30])(=O)[CH2:27][CH3:28].O=O>C([O-])(=O)C.[Co+2].C([O-])(=O)C.C([O-])(=O)C.[Mn+2].C([O-])(=O)C>[C:1]1(=[O:14])[C:13]2[C:5]([C:6]3[C:11]([CH:12]=2)=[CH:10][CH:9]=[CH:8][CH:7]=3)=[CH:4][CH:3]=[CH:2]1.[C:26]1([OH:30])[C:27]2[CH2:28][C:13]3[C:5](=[CH:4][CH:3]=[CH:2][CH:1]=3)[C:6]=2[CH:7]=[CH:8][CH:9]=1 |f:4.5.6,7.8.9|. Procedure details: A mixture of 1.00 g of fluorene, 0.036 g of hexahydro-1,3,5-trihydroxy-1,3,5-triazine-2,4,6-trione (3% by mole relative to fluorene), 9.0 g of propionic acid, 0.008 g of cobalt(II) acetate.4H2O and 0.008 g of manganese(II) acetate.4H2O was stirred at 120° C. in an atmosphere of oxygene gas (1 atm=0.1 MPa) for 5 hours. The resulting product in the reaction mixture was analyzed by gas chromatography and was found to yield fluorenon and fluorenol in 86% and 1% yields, respectively, at 99% conversio...